This data is from the Open Reaction Database (ORD), a public repository of structured organic reaction records. The task is: describe an organic reaction: reactants, conditions, products, and yield Reactants: CC(C)(C)OC(=O)NC(Cc1cc(F)cc(OCc2ccccc2)c1)C1CO1, CCc1cccc(CN)c1, CC(C)O. The product is CCc1cccc(CNCC(O)C(Cc2cc(F)cc(OCc3ccccc3)c2)NC(=O)OC(C)(C)C)c1. As a reaction SMILES: [C:1]([CH3:2])([CH3:3])([CH3:4])[O:5][C:6]([NH:7][CH:8]([CH2:9][c:10]1[cH:11][c:12]([O:17][CH2:18][c:19]2[cH:20][cH:21][cH:22][cH:23][cH:24]2)[cH:13][c:14]([F:16])[cH:15]1)[CH:25]1[O:26][CH2:27]1)=[O:28].[CH2:29]([CH3:30])[c:31]1[cH:32][c:33]([CH2:34][NH2:35])[cH:36][cH:37][cH:38]1.[CH:39]([OH:40])([CH3:41])[CH3:42]>>[C:1]([CH3:2])([CH3:3])([CH3:4])[O:5][C:6]([NH:7][CH:8]([CH2:9][c:10]1[cH:11][c:12]([O:17][CH2:18][c:19]2[cH:20][cH:21][cH:22][cH:23][cH:24]2)[cH:13][c:14]([F:16])[cH:15]1)[CH:25]([OH:26])[CH2:27][NH:35][CH2:34][c:33]1[cH:32][c:31]([CH2:29][CH3:30])[cH:38][cH:37][cH:36]1)=[O:28].